describe an organic reaction: reactants, conditions, products, and yield From a dataset of the Open Reaction Database (ORD), a public repository of structured organic reaction records. Reaction SMILES: [Br:17][CH2:18][C:19]([O:20][C:21]([CH3:22])([CH3:23])[CH3:24])=[O:25].[C:26]([CH3:27])([CH3:28])([CH3:29])[O:30][C:31]([CH2:32][O:33][c:34]1[cH:35][cH:36][c:37]2[c:38]([C:47]([NH:48][c:49]3[s:50][cH:51][cH:52][n:53]3)=[O:54])[cH:39][n:40]([CH2:43][CH:44]3[CH2:45][CH2:46]3)[c:41]2[cH:42]1)=[O:55].[CH3:56][C:57]#[N:58].[K+:11].[K+:12].[O-:13][C:14]([O-:15])=[O:16].[OH:1][c:2]1[cH:3][c:4]2[c:5]([cH:6][cH:7][nH:8]2)[cH:9][cH:10]1>>[O:30]=[C:31]([CH2:32][O:33][c:34]1[cH:35][cH:36][c:37]2[c:38]([C:47]([NH:48][c:49]3[s:50][cH:51][cH:52][n:53]3)=[O:54])[cH:39][n:40]([CH2:43][CH:44]3[CH2:45][CH2:46]3)[c:41]2[cH:42]1)[OH:55]. Yields the product O=C(O)COc1ccc2c(C(=O)Nc3nccs3)cn(CC3CC3)c2c1. Starting materials: CC(C)(C)OC(=O)CBr, CC(C)(C)OC(=O)COc1ccc2c(C(=O)Nc3nccs3)cn(CC3CC3)c2c1, CC#N, [K+], [K+], O=C([O-])[O-], Oc1ccc2cc[nH]c2c1.